Dataset: the Open Reaction Database (ORD), a public repository of structured organic reaction records. Task: describe an organic reaction: reactants, conditions, products, and yield Reactants: C1(=CC=CC=C1)C(N1C(C(C2=CC=CC=C12)C=1C=C2N=CC=NC2=CC1O)=O)C1=CC=CC=C1 (1-(diphenylmethyl)-3-(7-hydroxyquinoxalin-6-yl)-1,3-dihydro-2H-indol-2-one), FC1=C(C#N)C=C(C(=C1)O)C1C(N(C2=CC=CC=C12)CC1=CC=C(C=C1)OC)=O (2-fluoro-4-hydroxy-5-[1-(4-methoxybenzyl)-2-oxo-2,3-dihydro-1H-indol-3-yl]benzonitrile). Yields the product C1(=CC=CC=C1)C(N1C(C2(C3=CC=CC=C13)COC=1C=C3N=CC=NC3=CC12)=O)C1=CC=CC=C1 (1′-(diphenylmethyl)spiro[furo[2,3-g]quinoxaline-8,3′-indol]-2′(1′H)-one). RXN SMILES: [C:1]1([CH:7]([C:29]2[CH:34]=[CH:33][CH:32]=[CH:31][CH:30]=2)[N:8]2[C:16]3[C:11](=[CH:12][CH:13]=[CH:14][CH:15]=3)[CH:10]([C:17]3[CH:18]=[C:19]4[C:24](=[CH:25][C:26]=3[OH:27])[N:23]=[CH:22][CH:21]=[N:20]4)[C:9]2=[O:28])[CH:6]=[CH:5][CH:4]=[CH:3][CH:2]=1.F[C:36]1C=C(O)C(C2C3C(=CC=CC=3)N(CC3C=CC(OC)=CC=3)C2=O)=CC=1C#N>>[C:29]1([CH:7]([C:1]2[CH:2]=[CH:3][CH:4]=[CH:5][CH:6]=2)[N:8]2[C:16]3[C:11](=[CH:12][CH:13]=[CH:14][CH:15]=3)[C:10]3([C:17]4[CH:18]=[C:19]5[C:24]([N:23]=[CH:22][CH:21]=[N:20]5)=[CH:25][C:26]=4[O:27][CH2:36]3)[C:9]2=[O:28])[CH:30]=[CH:31][CH:32]=[CH:33][CH:34]=1. Procedure details: Following the procedure as described in EXAMPLE 2.40 and making non-critical variations using 1-(diphenylmethyl)-3-(7-hydroxyquinoxalin-6-yl)-1,3-dihydro-2H-indol-2-one to replace 2-fluoro-4-hydroxy-5-[1-(4-methoxybenzyl)-2-oxo-2,3-dihydro-1H-indol-3-yl]benzonitrile, 1′-(diphenylmethyl)spiro[furo[2,3-g]quinoxaline-8,3′-indol]-2′(1′H)-one was obtained (34%): 1H NMR (300 MHz, CDCl3) δ 8.57 (d, J=1.5 Hz, 1H), 8.46 (d, J=1.5 Hz, 1H), 8.07-8.04 (m, 1H), 7.63-6.86 (m, 15H), 6.55-6.52 (m, 1H), 5.10 (AB... Starting materials: B, CC(C)(C)OC(=O)N1CCC(F)(C#N)CC1, C1CCOC1. Product: CC(C)(C)OC(=O)N1CCC(F)(CN)CC1. As a reaction SMILES: [BH3:17].[C:1]([CH3:2])([CH3:3])([CH3:4])[O:5][C:6](=[O:7])[N:8]1[CH2:9][CH2:10][C:11]([F:14])([C:15]#[N:16])[CH2:12][CH2:13]1.[CH2:18]1[O:19][CH2:20][CH2:21][CH2:22]1>>[C:1]([CH3:2])([CH3:3])([CH3:4])[O:5][C:6](=[O:7])[N:8]1[CH2:9][CH2:10][C:11]([F:14])([CH2:15][NH2:16])[CH2:12][CH2:13]1. Starting materials: C(C)(C)(C)OC(=O)NC[C@@H]1CN(CC1)CCCCN (4-((3R)-3 -tert-Butoxycarbonylaminomethylpyrrolidin-1-yl)butylamine), C(CC)N=C=O (n-propyl isocyanate), NC1=CC(=C(C(=O)O)C=C1Cl)OC (4-amino-5-chloro-2-methoxybenzoic acid). Yields the product NC1=CC(=C(C(=O)NC[C@@H]2CN(CC2)CCCCNC(=O)NCCC)C=C1Cl)OC (4-amino-5-chloro-2-methoxy-N-((3R)-1-(4-(3-n-propylureido)butyl)pyrrolidin-3-ylmethyl)benzamide). As a reaction SMILES: C(O[C:6]([NH:8][CH2:9][C@H:10]1[CH2:14][CH2:13][N:12]([CH2:15][CH2:16][CH2:17][CH2:18][NH2:19])[CH2:11]1)=[O:7])(C)(C)C.[CH2:20]([N:23]=[C:24]=[O:25])[CH2:21][CH3:22].[NH2:26][C:27]1[C:35]([Cl:36])=[CH:34][C:30](C(O)=O)=[C:29]([O:37][CH3:38])[CH:28]=1>>[NH2:26][C:27]1[C:35]([Cl:36])=[CH:34][C:30]([C:6]([NH:8][CH2:9][C@H:10]2[CH2:14][CH2:13][N:12]([CH2:15][CH2:16][CH2:17][CH2:18][NH:19][C:24]([NH:23][CH2:20][CH2:21][CH3:22])=[O:25])[CH2:11]2)=[O:7])=[C:29]([O:37][CH3:38])[CH:28]=1. Procedure details: 4-((3R)-3 -tert-Butoxycarbonylaminomethylpyrrolidin-1-yl)butylamine (2.00 g) as starting compound was reacted and treated in the same manner as in Example 34 using n-propyl isocyanate (0.76 ml) and 4-amino-5-chloro-2-methoxybenzoic acid (1.49 g) to give 4-amino-5-chloro-2-methoxy-N-((3R)-1-(4-(3-n-propylureido)butyl)pyrrolidin-3-ylmethyl)benzamide. The reactants are O=C([O-])O, [Li]CCCC, CC1(C)CCCC(C)(C)N1, Clc1cncc(Cl)n1, O=Cc1ccccc1Cl, Cl, [Na+], C1CCOC1. Yields the product OC(c1ccccc1Cl)c1ncc(Cl)nc1Cl. Reaction SMILES: [C:39](=[O:40])([OH:41])[O-:42].[CH2:1]([Li:2])[CH2:3][CH2:4][CH3:5].[CH3:6][C:7]1([CH3:8])[CH2:9][CH2:10][CH2:11][C:12]([CH3:13])([CH3:14])[NH:15]1.[Cl:16][c:17]1[n:18][c:19]([Cl:23])[cH:20][n:21][cH:22]1.[Cl:24][c:25]1[c:26]([CH:27]=[O:28])[cH:29][cH:30][cH:31][cH:32]1.[ClH:33].[Na+:43].[O:34]1[CH2:35][CH2:36][CH2:37][CH2:38]1>>[Cl:16][c:17]1[n:18][c:19]([Cl:23])[c:20]([CH:27]([c:26]2[c:25]([Cl:24])[cH:32][cH:31][cH:30][cH:29]2)[OH:28])[n:21][cH:22]1. The reactants are C1(=CC=CC=C1)SC=1NC(C=2NC=NC2N1)=O (2-Phenylsulfenylhypoxanthine), CN(C1=CC=CC=C1)C (N,N-dimethylaniline), P(=O)(Cl)(Cl)Cl (phosphorus oxychloride). The reagents and catalysts are [Cl-].C(CCC)[N+](CCCC)(CCCC)CCCC (tetrabutyl-ammonium chloride). The solvent is C(C)#N (acetonitrile). Run at temperature 0 celsius, time 2 hour. The product is C1(=CC=CC=C1)SC1=NC(=C2NC=NC2=N1)Cl (2-Phenylsulfenyl-6-chloro-purine). Isolated yield 71.6%. As a reaction SMILES: [C:1]1([S:7][C:8]2[NH:9][C:10](=O)[C:11]3[NH:12][CH:13]=[N:14][C:15]=3[N:16]=2)[CH:6]=[CH:5][CH:4]=[CH:3][CH:2]=1.CN(C)C1C=CC=CC=1.P(Cl)(Cl)([Cl:29])=O>[Cl-].C([N+](CCCC)(CCCC)CCCC)CCC.C(#N)C>[C:1]1([S:7][C:8]2[N:16]=[C:15]3[C:11]([NH:12][CH:13]=[N:14]3)=[C:10]([Cl:29])[N:9]=2)[CH:6]=[CH:5][CH:4]=[CH:3][CH:2]=1 |f:3.4|. Procedure: To a flame-dried round bottom flask (200 mL) was added 2-Phenylsulfenylhypoxanthine 2 (1.22 g, 5.0 mmol), tetrabutyl-ammonium chloride (anhydrous, 2.78 g, 10.0 mmol) and N,N-dimethylaniline (0.63 mL, 5.0 mmol), followed by dissolving them in acetonitrile (anhydrous, 50 mL). To the solution phosphorus oxychloride (2.8 mL, 30.0 mmol) was added dropwise. The reaction was refluxed under argon. After 2 hours, the reaction was cooled to 0° C. on an ice bath and quenched by addition of saturated sodium... Reactants: C(C(=O)Cl)(=O)Cl (Oxalyl chloride), OCC1=CC=C(C=C1)C1=CC=C(C=N1)OCC1CCN(CC1)C(=O)OC(C)C (1-methylethyl 4-[({6-[4-(hydroxymethyl)phenyl]-3-pyridinyl}oxy)methyl]-1-piperidinecarboxylate). Run in C(Cl)Cl (CH2Cl2), CN(C)C=O (DMF). Conditions: time 1 hour. Product: C(C(=O)Cl)(=O)Cl (oxalyl chloride), ClCC1=CC=C(C=C1)C1=CC=C(C=N1)OCC1CCN(CC1)C(=O)OC(C)C (1-methylethyl 4-[({6-[4-(chloromethyl)phenyl]-3-pyridinyl}oxy)methyl]-1-piperidinecarboxylate). RXN SMILES: [C:1]([Cl:6])(=[O:5])[C:2]([Cl:4])=[O:3].O[CH2:8][C:9]1[CH:14]=[CH:13][C:12]([C:15]2[N:20]=[CH:19][C:18]([O:21][CH2:22][CH:23]3[CH2:28][CH2:27][N:26]([C:29]([O:31][CH:32]([CH3:34])[CH3:33])=[O:30])[CH2:25][CH2:24]3)=[CH:17][CH:16]=2)=[CH:11][CH:10]=1>C(Cl)Cl.CN(C=O)C>[C:1]([Cl:6])(=[O:5])[C:2]([Cl:4])=[O:3].[Cl:4][CH2:8][C:9]1[CH:14]=[CH:13][C:12]([C:15]2[N:20]=[CH:19][C:18]([O:21][CH2:22][CH:23]3[CH2:28][CH2:27][N:26]([C:29]([O:31][CH:32]([CH3:34])[CH3:33])=[O:30])[CH2:25][CH2:24]3)=[CH:17][CH:16]=2)=[CH:11][CH:10]=1. Procedure details: Oxalyl chloride (42 μL, 0.47 mmol) was added to a solution of 1-methylethyl 4-[({6-[4-(hydroxymethyl)phenyl]-3-pyridinyl}oxy)methyl]-1-piperidinecarboxylate (0.165 g, 0.43 mmol) in CH2Cl2 (5 mL) and DMF (0.5 mL) at 0° C. The mixture was warmed to ambient temperature and stirred for 1 h. Removal of CH2Cl2 and excess of oxalyl chloride under reduced pressure gave crude 1-methylethyl 4-[({6-[4-(chloromethyl)phenyl]-3-pyridinyl}oxy)methyl]-1-piperidinecarboxylate as a dark brown oil. Crude 1-methyle... Product: NC=1C(=NC=CN1)C(=O)NC1=C(C(=CC=C1)F)F (3-Amino-N-(2,3-difluorophenyl)pyrazine-2-carboxamide). Procedure details: To a solution of 3-aminopyrazine-2-carboxylic acid (2.0 g, 14.38 mmol) in anhydrous DMF (20 mL) was added 2,3-difluoroaniline (2.2 g, 17.04 mmol) and DIEA (7.6 mL, 43.63 mmol). The mixture was stirred at room temperature while PyBOP (7.5 g, 14.41 mmol) was added. The stirring was continued for another 14 hours until HPLC detected no starting material. The reaction solution was then poured into saturated sodium bicarbonate solution. The crude product was collected by vacuum filtration and washed ... Reactants: NC1=NC=CC=C1C(=O)O (2-amino-pyridine-3-carboxylic acid), ClC=1C(=C(N)C=CC1)F (3-chloro-2-fluoroaniline), FC1=C(N)C=CC=C1F (2,3-difluoroaniline), ClC1=C(N)C=CC=C1Cl (2,3-dichloroaniline). RXN SMILES: [NH2:1][C:2]1[C:7]([C:8]([OH:10])=O)=C[CH:5]=[CH:4][N:3]=1.[F:11][C:12]1[C:18]([F:19])=[CH:17][CH:16]=[CH:15][C:13]=1[NH2:14].ClC1C(Cl)=CC=CC=1[NH2:23].ClC1C(F)=C(C=CC=1)N>>[NH2:1][C:2]1[C:7]([C:8]([NH:14][C:13]2[CH:15]=[CH:16][CH:17]=[C:18]([F:19])[C:12]=2[F:11])=[O:10])=[N:23][CH:5]=[CH:4][N:3]=1.